From a dataset of the Open Reaction Database (ORD), a public repository of structured organic reaction records. describe an organic reaction: reactants, conditions, products, and yield Starting materials: NC=1SC=C(N1)C(C(=O)OCC)=O (ethyl 2-aminothiazol-4-ylglyoxylate), C1(=CC=C(C=C1)N=C=O)C (p-tolyl isocyanate). Run in CN(C=O)C (dimethylformamide). Product: C1(=CC=C(C=C1)NC(NC=1SC=C(N1)C(C(=O)OCC)=O)=O)C (Ethyl 2-(3-p-tolylureido)thiazol-4-ylglyoxylate). As a reaction SMILES: [NH2:1][C:2]1[S:3][CH:4]=[C:5]([C:7](=[O:13])[C:8]([O:10][CH2:11][CH3:12])=[O:9])[N:6]=1.[C:14]1([CH3:23])[CH:19]=[CH:18][C:17]([N:20]=[C:21]=[O:22])=[CH:16][CH:15]=1>CN(C)C=O>[C:14]1([CH3:23])[CH:19]=[CH:18][C:17]([NH:20][C:21](=[O:22])[NH:1][C:2]2[S:3][CH:4]=[C:5]([C:7](=[O:13])[C:8]([O:10][CH2:11][CH3:12])=[O:9])[N:6]=2)=[CH:16][CH:15]=1. Procedure: Following a procedure similar to that described in Preparation 1. the desired compound was prepared from 12 g of ethyl 2-aminothiazol-4-ylglyoxylate. 10 g of p-tolyl isocyanate and 80 ml of dimethylformamide. The resulting product was a yellow powder having the following physical properties.